Dataset: the Open Reaction Database (ORD), a public repository of structured organic reaction records. Task: describe an organic reaction: reactants, conditions, products, and yield Starting materials: CC(C)(C)OC(=O)N1CCN(c2ccc([N+](=O)[O-])cn2)CC1, CO, CCOC(C)=O, [H][H]. Yields the product CC(C)(C)OC(=O)N1CCN(c2ccc(N)cn2)CC1. RXN SMILES: [C:1]([CH3:2])([CH3:3])([CH3:4])[O:5][C:6](=[O:7])[N:8]1[CH2:9][CH2:10][N:11]([c:14]2[n:15][cH:16][c:17]([N+:20]([O-:21])=[O:22])[cH:18][cH:19]2)[CH2:12][CH2:13]1.[CH3:23][OH:24].[CH3:27][CH2:28][O:29][C:30]([CH3:31])=[O:32].[H:25][H:26]>>[C:1]([CH3:2])([CH3:3])([CH3:4])[O:5][C:6](=[O:7])[N:8]1[CH2:9][CH2:10][N:11]([c:14]2[n:15][cH:16][c:17]([NH2:20])[cH:18][cH:19]2)[CH2:12][CH2:13]1.